From a dataset of the Open Reaction Database (ORD), a public repository of structured organic reaction records. describe an organic reaction: reactants, conditions, products, and yield The reactants are NC1COC2=CC=CC(=C2C1)OC (3-amino-5-methoxychroman), BrCCCCN1C(C=2C(C1=O)=CC=CC2)=O (N-(4-bromobutyl)phthalimide), C([O-])([O-])=O.[K+].[K+] (potassium carbonate), [I-].[K+] (potassium iodide). The solvent is CN(C=O)C (dimethylformamide). Conditions: temperature 60 celsius, time 6 hour. The product is C1(C=2C(C(N1CCCCNC1COC3=CC=CC(=C3C1)OC)=O)=CC=CC2)=O (3-[N-(4-phthalimidobutyl)amino]-5-methoxychroman). Yield: 67.0%. As a reaction SMILES: [NH2:1][CH:2]1[CH2:11][C:10]2[C:5](=[CH:6][CH:7]=[CH:8][C:9]=2[O:12][CH3:13])[O:4][CH2:3]1.Br[CH2:15][CH2:16][CH2:17][CH2:18][N:19]1[C:23](=[O:24])[C:22]2=[CH:25][CH:26]=[CH:27][CH:28]=[C:21]2[C:20]1=[O:29].C(=O)([O-])[O-].[K+].[K+].[I-].[K+]>CN(C)C=O>[C:20]1(=[O:29])[N:19]([CH2:18][CH2:17][CH2:16][CH2:15][NH:1][CH:2]2[CH2:11][C:10]3[C:5](=[CH:6][CH:7]=[CH:8][C:9]=3[O:12][CH3:13])[O:4][CH2:3]2)[C:23](=[O:24])[C:22]2=[CH:25][CH:26]=[CH:27][CH:28]=[C:21]12 |f:2.3.4,5.6|. Reported procedure: In a round bottomed flask, 2.2 mmol of 3-amino-5-methoxychroman (described in Patent EP 279,150) are dissolved in 6 ml of dimethylformamide in the presence of 2.4 mmol of N-(4-bromobutyl)phthalimide, 6.6 mmol of potassium carbonate and a catalytic amount of potassium iodide. The mixture is left stirring at 60° C. for 6 hours. After cooling, the solvent is evaporated off and, after aqueous hydrolysis, the crude reaction mixture is extracted with dichloromethane. After washing, drying and evaporat... Starting materials: CN(C(=O)C1=C(C=C(C=C1)[N+](=O)[O-])S(=O)(=O)N)C (2-dimethylaminocarbonyl-5-nitrobenzenesulfonamide). Reagents/catalysts: [Ni] (Raney nickel). Solvent: CO (methanol). Yields the product NC=1C=CC(=C(C1)S(=O)(=O)N)C(=O)N(C)C (5-Amino-2-dimethylaminocarbonylbenzenesulfonamide). The yield is 98.8%. RXN SMILES: [CH3:1][N:2]([CH3:18])[C:3]([C:5]1[CH:10]=[CH:9][C:8]([N+:11]([O-])=O)=[CH:7][C:6]=1[S:14]([NH2:17])(=[O:16])=[O:15])=[O:4]>[Ni].CO>[NH2:11][C:8]1[CH:9]=[CH:10][C:5]([C:3]([N:2]([CH3:18])[CH3:1])=[O:4])=[C:6]([S:14]([NH2:17])(=[O:16])=[O:15])[CH:7]=1. Reported procedure: 1 g of moist Raney nickel is added to a solution of 12.5 g of 2-dimethylaminocarbonyl-5-nitrobenzenesulfonamide in 250 ml of methanol, and thorough mixing is carried out at 60° C. under a hydrogen pressure of 50 bar. After the end of uptake of hydrogen, the catalyst is separated off and the filtrate is concentrated, giving 11.0 g of desired product. Starting materials: C(C)[C@@H]1[C@H]([C@@H]([C@H]2N=C(S[C@H]2O1)N(C)C)OCC1=CC=C(C=C1)OC)OCC1=CC=C(C=C1)OC ((3aR,5R,6R,7R,7aR)-5-Ethyl-6,7-bis(4-methoxybenzyloxy)-N,N-dimethyl-5,6,7,7a-tetrahydro-3aH-pyrano[3,2-d]thiazol-2-amine), C(=O)(C(F)(F)F)O (TFA), [NH4+].[OH-] (NH4OH). The solvent is ClCCl (dichloromethane). Reaction conditions: time 10 minute. Yields the product CN(C=1S[C@@H]2[C@H](N1)[C@H]([C@@H]([C@H](O2)CC)O)O)C ((3aR,5R,6S,7R,7aR)-2-(Dimethylamino)-5-ethyl-5,6,7,7a-tetrahydro-3aH-pyrano[3,2-d]thiazole-6,7-diol). The yield is 28.9%. RXN SMILES: [CH2:1]([C@H:3]1[O:11][C@H:10]2[C@H:6]([N:7]=[C:8]([N:12]([CH3:14])[CH3:13])[S:9]2)[C@@H:5]([O:15]CC2C=CC(OC)=CC=2)[C@@H:4]1[O:25]CC1C=CC(OC)=CC=1)[CH3:2].C(O)(C(F)(F)F)=O.[NH4+].[OH-]>ClCCl>[CH3:14][N:12]([CH3:13])[C:8]1[S:9][C@H:10]2[O:11][C@H:3]([CH2:1][CH3:2])[C@@H:4]([OH:25])[C@H:5]([OH:15])[C@H:6]2[N:7]=1 |f:2.3|. Procedure: A solution of above crude product 41 (260 mg, purity 54% by LC-MS) in dichloromethane (10 mL) was treated with TFA (1 mL) for 4 hours at room temperature. The solution was adjusted to pH at 8 with NH4OH, and then condensed to give a crude product, which was purified by Prep-HPLC with the following conditions (Agilent 1200 prep HPLC: Column, SunFire Prep C18,19*50 mm 5 um; mobile phase, WATER with 0.03% NH4OH and CH3CN (10% CH3CN up to 45% in 10 min; Detector, UV 220 nm) to provide compound 42 (E... Product: FC1=C(CO)C(=CC=C1)F (2,6-difluorobenzyl alcohol). RXN SMILES: S(=O)(=O)(O)O.[F:6][C:7]1[CH:14]=[CH:13][CH:12]=[C:11]([F:15])[C:8]=1[CH2:9]N.N([O-])=[O:17].[Na+].C(=O)([O-])O.[Na+]>O>[F:6][C:7]1[CH:14]=[CH:13][CH:12]=[C:11]([F:15])[C:8]=1[CH2:9][OH:17] |f:2.3,4.5|. Solvent: O (water). Reactants: S(O)(O)(=O)=O (sulfuric acid), C(O)([O-])=O.[Na+] (sodium hydrogencarbonate), FC1=C(CN)C(=CC=C1)F (2,6-difluorobenzylamine), N(=O)[O-].[Na+] (sodium nitrite). The yield is 86.1%. Procedure: 75 g of 10% aqueous sulfuric acid solution was charged, and 14.3 g of 2,6-difluorobenzylamine obtained in Example 1 was dropwise added thereto under cooling. Then, under cooling, a solution comprising 10.4 g of sodium nitrite and 20 g of water was dropwise added thereto over a period of 30 minutes at a reaction temperature of from 10 to 20° C. After the completion of the dropwise addition, stirring was carried out at the same temperature for 1 hour. After the completion of the reaction, neutrali... Conditions: time 30 minute.